From a dataset of the Open Reaction Database (ORD), a public repository of structured organic reaction records. describe an organic reaction: reactants, conditions, products, and yield The reactants are C(C1=CC=CC=C1)C=1NC(N(C1)C1CCN(CC1)CC1=CC=CC=C1)=O (4-benzyl-1-(1-benzylpiperidin-4-yl)-1,3-dihydro-2H-imidazol-2-one). The reagents and catalysts are [Pd] (Palladium on carbon). The solvent is CO (methanol), C(C)(=O)O (acetic acid). Reaction conditions: time 16 hour. Product: C(C1=CC=CC=C1)C=1NC(N(C1)C1CCNCC1)=O (4-Benzyl-1-piperidin-4-yl-1,3-dihydro-2H-imidazol-2-one). Reaction SMILES: [CH2:1]([C:8]1[NH:9][C:10](=[O:26])[N:11]([CH:13]2[CH2:18][CH2:17][N:16](CC3C=CC=CC=3)[CH2:15][CH2:14]2)[CH:12]=1)[C:2]1[CH:7]=[CH:6][CH:5]=[CH:4][CH:3]=1>[Pd].CO.C(O)(=O)C>[CH2:1]([C:8]1[NH:9][C:10](=[O:26])[N:11]([CH:13]2[CH2:18][CH2:17][NH:16][CH2:15][CH2:14]2)[CH:12]=1)[C:2]1[CH:3]=[CH:4][CH:5]=[CH:6][CH:7]=1. Procedure: 10% Palladium on carbon (50 mg) was added to a solution of 4-benzyl-1-(1-benzylpiperidin-4-yl)-1,3-dihydro-2H-imidazol-2-one (100 mg, 0.287 mmol) in methanol (7.5 mL) and acetic acid (7.5 mL). The reaction vessel was evacuated and back-filled with nitrogen (3×), then back-filled with hydrogen (1 atm). After 16 h, the mixture was filtered and concentrated to give the title compound. MS 258.1 (M+1) Starting materials: C(C)(=O)O[C@H]1[C@@H](O[C@@H]([C@H]([C@@H]1OC(C)=O)OC(C)=O)O\C(=C/C1=C(C=CC=C1)F)\C(=O)OCC)COC(C)=O ((2S,3S,4R,5S,6R)-2-(Acetoxymethyl)-6-(((Z)-3-ethoxy-1-(2-fluorophenyl)-3-oxoprop-1-en-2-yl)oxy)tetrahydro-2H-pyran-3,4,5-triyl triacetate), [Br-].C(C)(=O)O[C@H]1[C@@H](O)O[C@@H]([C@H]([C@@H]1OC(C)=O)OC(C)=O)COC(C)=O (2,3,4,6-tetra-O-acetyl-α-D-glucose bromide), ClC1=C(C(=CC=C1)F)CC(C(=O)OC)=O (methyl 3-(2-chloro-6-fluorophenyl)-2-oxopropanoate), [H-].[Na+] (sodium hydride). Product: C(C)(=O)O[C@H]1[C@@H](O[C@@H]([C@H]([C@@H]1OC(C)=O)OC(C)=O)O\C(=C/C1=C(C=CC=C1F)Cl)\C(=O)OC)COC(C)=O ((2S,3S,4R,5S,6R)-2-(Acetoxymethyl)-6-(((Z)-1-(2-chloro-6-fluorophenyl)-3-methoxy-3-oxoprop-1-en-2-yl)oxy)tetrahydro-2H-pyran-3,4,5-triyl triacetate). Yield: 8.0%. As a reaction SMILES: [C:1]([O:4][C@@H:5]1[C@@H:10]([O:11][C:12](=[O:14])[CH3:13])[C@H:9]([O:15][C:16](=[O:18])[CH3:17])[C@@H:8]([O:19]/[C:20](/[C:29]([O:31][CH2:32]C)=[O:30])=[CH:21]\[C:22]2[CH:27]=[CH:26][CH:25]=[CH:24][C:23]=2[F:28])[O:7][C@H:6]1[CH2:34][O:35][C:36](=[O:38])[CH3:37])(=[O:3])[CH3:2].[Cl:39]C1C=CC=C(F)C=1CC(=O)C(OC)=O.[H-].[Na+].[Br-].C(O[C@@H]1[C@@H](OC(=O)C)[C@H](OC(=O)C)[C@@H](COC(=O)C)O[C@@H]1O)(=O)C>>[C:1]([O:4][C@@H:5]1[C@@H:10]([O:11][C:12](=[O:14])[CH3:13])[C@H:9]([O:15][C:16](=[O:18])[CH3:17])[C@@H:8]([O:19]/[C:20](/[C:29]([O:31][CH3:32])=[O:30])=[CH:21]\[C:22]2[C:23]([F:28])=[CH:24][CH:25]=[CH:26][C:27]=2[Cl:39])[O:7][C@H:6]1[CH2:34][O:35][C:36](=[O:38])[CH3:37])(=[O:3])[CH3:2] |f:2.3,4.5|. Procedure: The title compound was prepared as described for C4 using methyl 3-(2-chloro-6-fluorophenyl)-2-oxopropanoate B16 (100 mg, 0.434 mmol), sodium hydride (10.41 mg, 0.434 mmol) and 2,3,4,6-tetra-O-acetyl-α-D-glucose bromide (178 mg, 0.434 mmol). The compound was isolated in the form of white solid in 8% yield. Starting materials: N1CCC(CC1)C(=O)OCC (ethyl 4-piperidinecarboxylate), C(C)(C)N(CC)C(C)C (diisopropylethylamine), ClC1=NC(=NC(=N1)Cl)Cl (2,4,6-trichloro-1,3,5-triazine). The solvent is ClCCl (dichloromethane), ClCCl (dichloromethane). Conditions: time 8 hour. Product: ClC1=NC(=NC(=N1)Cl)N1CCC(CC1)C(=O)OCC (ethyl 1-(4,6-dichloro-1,3,5-triazin-2-yl)-4-piperidinecarboxylate). Isolated yield 96.5%. Reaction SMILES: Cl[C:2]1[N:7]=[C:6]([Cl:8])[N:5]=[C:4]([Cl:9])[N:3]=1.[NH:10]1[CH2:15][CH2:14][CH:13]([C:16]([O:18][CH2:19][CH3:20])=[O:17])[CH2:12][CH2:11]1.C(N(C(C)C)CC)(C)C>ClCCl>[Cl:9][C:4]1[N:5]=[C:6]([Cl:8])[N:7]=[C:2]([N:10]2[CH2:15][CH2:14][CH:13]([C:16]([O:18][CH2:19][CH3:20])=[O:17])[CH2:12][CH2:11]2)[N:3]=1. Reported procedure: To a suspension of 2,4,6-trichloro-1,3,5-triazine (5.0 g, 27 mmol, 1.0 equiv) in dichloromethane (50 ml) at −50° C., a premixed solution of ethyl 4-piperidinecarboxylate (4.1 ml, 27 mmol, 1.0 equiv) and diisopropylethylamine (DIEA, 14.2 ml, 81.3 mmol, 3.00 equiv) in dichloromethane (100 ml) was added dropwise via an addition funnel. The reaction mixture was allowed to warm to room temperature, and stirring was continued overnight. The solvent was removed under reduced pressure to yield 7.95 g (9...